Task: describe an organic reaction: reactants, conditions, products, and yield. Dataset: the Open Reaction Database (ORD), a public repository of structured organic reaction records The reactants are CCN=C=NCCCN(C)C, CCN(C(C)C)C(C)C, Cl, O=C(O)c1cc(F)cc(C(F)(F)F)c1, O=C(NCC(=O)N1CCNCC1)c1ccc(-c2ccccc2)cc1, CN(C)C=O, O, On1nnc2ccccc21. The product is O=C(NCC(=O)N1CCN(C(=O)c2cc(F)cc(C(F)(F)F)c2)CC1)c1ccc(-c2ccccc2)cc1. Reaction SMILES: [CH3:34][CH2:35][N:36]=[C:37]=[N:38][CH2:39][CH2:40][CH2:41][N:42]([CH3:43])[CH3:44].[CH:1]([N:2]([CH2:3][CH3:4])[CH:5]([CH3:6])[CH3:7])([CH3:8])[CH3:9].[ClH:45].[F:10][c:11]1[cH:12][c:13]([C:14](=[O:15])[OH:16])[cH:17][c:18]([C:20]([F:21])([F:22])[F:23])[cH:19]1.[O:46]=[C:47]([CH2:48][NH:49][C:50](=[O:51])[c:52]1[cH:53][cH:54][c:55](-[c:58]2[cH:59][cH:60][cH:61][cH:62][cH:63]2)[cH:56][cH:57]1)[N:64]1[CH2:65][CH2:66][NH:67][CH2:68][CH2:69]1.[O:70]=[CH:71][N:72]([CH3:73])[CH3:74].[OH2:75].[OH:24][n:25]1[c:26]2[c:27]([cH:28][cH:29][cH:30][cH:31]2)[n:32][n:33]1>>[F:10][c:11]1[cH:12][c:13]([C:14](=[O:16])[N:67]2[CH2:66][CH2:65][N:64]([C:47](=[O:46])[CH2:48][NH:49][C:50](=[O:51])[c:52]3[cH:53][cH:54][c:55](-[c:58]4[cH:59][cH:60][cH:61][cH:62][cH:63]4)[cH:56][cH:57]3)[CH2:69][CH2:68]2)[cH:17][c:18]([C:20]([F:21])([F:22])[F:23])[cH:19]1.